Dataset: the Open Reaction Database (ORD), a public repository of structured organic reaction records. Task: describe an organic reaction: reactants, conditions, products, and yield Reaction SMILES: ClC(N(C)C)=C(C)C.[F:9][C:10]1[CH:15]=[CH:14][CH:13]=[C:12]([F:16])[C:11]=1[C:17]1[S:18][CH:19]=[C:20]([C:22]([OH:24])=O)[N:21]=1.[NH2:25][C:26]1[C:27]([N:44]2[CH2:49][CH2:48][CH2:47][C@H:46]([NH:50][C:51](=[O:57])[O:52][C:53]([CH3:56])([CH3:55])[CH3:54])[CH2:45]2)=[C:28]2[CH:34]=[CH:33][N:32]([S:35]([C:38]3[CH:43]=[CH:42][CH:41]=[CH:40][CH:39]=3)(=[O:37])=[O:36])[C:29]2=[N:30][CH:31]=1.N1C=CC=CC=1>C(Cl)Cl>[F:16][C:12]1[CH:13]=[CH:14][CH:15]=[C:10]([F:9])[C:11]=1[C:17]1[S:18][CH:19]=[C:20]([C:22]([NH:25][C:26]2[C:27]([N:44]3[CH2:49][CH2:48][CH2:47][C@H:46]([NH:50][C:51](=[O:57])[O:52][C:53]([CH3:55])([CH3:54])[CH3:56])[CH2:45]3)=[C:28]3[CH:34]=[CH:33][N:32]([S:35]([C:38]4[CH:39]=[CH:40][CH:41]=[CH:42][CH:43]=4)(=[O:37])=[O:36])[C:29]3=[N:30][CH:31]=2)=[O:24])[N:21]=1. Reactants: NC=1C(=C2C(=NC1)N(C=C2)S(=O)(=O)C2=CC=CC=C2)N2C[C@H](CCC2)NC(OC(C)(C)C)=O (tert-butyl {(3S)-1-[5-amino-1-(phenylsulfonyl)-1H-pyrrolo[2,3-b]pyridin-4-yl]piperidin-3-yl}carbamate), ClC(=C(C)C)N(C)C (1-chloro-N,N,2-trimethylpropenylamine), FC1=C(C(=CC=C1)F)C=1SC=C(N1)C(=O)O (2-(2,6-Difluorophenyl)-1,3-thiazole-4-carboxylic acid), N1=CC=CC=C1 (pyridine). Isolated yield 95.1%. Solvent: C(Cl)Cl (DCM), C(Cl)Cl (DCM), C(Cl)Cl (DCM). Product: FC1=C(C(=CC=C1)F)C=1SC=C(N1)C(=O)NC=1C(=C2C(=NC1)N(C=C2)S(=O)(=O)C2=CC=CC=C2)N2C[C@H](CCC2)NC(OC(C)(C)C)=O (tert-Butyl {(3S)-1-[5-({[2-(2,6-difluorophenyl)-1,3-thiazol-4-yl]carbonyl}amino)-1-(phenylsulfonyl)-1H-pyrrolo[2,3-b]pyridin-4-yl]piperidin-3-yl}carbamate). Run at time 2 hour. Reported procedure: A solution of 1-chloro-N,N,2-trimethylpropenylamine (114.1 mg, 0.8539 mmol) in DCM (1.0 mL) was added slowly to a suspension of 2-(2,6-difluorophenyl)-1,3-thiazole-4-carboxylic acid (Example 2, Step 2, 74.2 mg, 0.308 mmol) in DCM (1.0 mL). The mixture was stirred at room temperature for 2 h. A solution of tert-butyl {(3S)-1-[5-amino-1-(phenylsulfonyl)-1H-pyrrolo[2,3-b]pyridin-4-yl]piperidin-3-yl}carbamate (125.1 mg, 0.2653 mmol) in DCM (2.0 mL) was added, followed by pyridine (217.3 mg, 2.747 mm... The reactants are C(C)SC1=C(C=CC=C1)B1OC(C)(C)C(C)(C)O1 (2-ethylsulfanylphenylboronic acid pinacol ester), ClC1=NC2=CC=C(C=C2N=C1)C(F)(F)F (2-chloro-6-trifluoromethylquinoxaline), P(=O)([O-])([O-])[O-].[K+].[K+].[K+] (tripotassium phosphate), O1CCOCC1 (1,4-dioxane), P(=O)([O-])([O-])[O-].[K+].[K+].[K+] (tripotassium phosphate). The reagents and catalysts are C=1C=CC(=CC1)/C=C/C(=O)/C=C/C2=CC=CC=C2.C=1C=CC(=CC1)/C=C/C(=O)/C=C/C2=CC=CC=C2.C=1C=CC(=CC1)/C=C/C(=O)/C=C/C2=CC=CC=C2.[Pd].[Pd] (tris(dibenzylideneacetone)dipalladium(0)). The solvent is O (water), C(C)(=O)OCC (Ethyl acetate). Reaction conditions: temperature 70 celsius, time 2 hour. Yields the product C(C)SC1=C(C=CC=C1)C1=NC2=CC=C(C=C2N=C1)C(F)(F)F (2-(2-ethylsulfanylphenyl)-6-trifluoromethylquinoxaline). Yield: 42.5%. Reaction SMILES: [CH2:1]([S:3][C:4]1[CH:9]=[CH:8][CH:7]=[CH:6][C:5]=1B1OC(C)(C)C(C)(C)O1)[CH3:2].Cl[C:20]1[CH:29]=[N:28][C:27]2[C:22](=[CH:23][CH:24]=[C:25]([C:30]([F:33])([F:32])[F:31])[CH:26]=2)[N:21]=1.P([O-])([O-])([O-])=O.[K+].[K+].[K+].O1CCOCC1>C1C=CC(/C=C/C(/C=C/C2C=CC=CC=2)=O)=CC=1.C1C=CC(/C=C/C(/C=C/C2C=CC=CC=2)=O)=CC=1.C1C=CC(/C=C/C(/C=C/C2C=CC=CC=2)=O)=CC=1.[Pd].[Pd].O.C(OCC)(=O)C>[CH2:1]([S:3][C:4]1[CH:9]=[CH:8][CH:7]=[CH:6][C:5]=1[C:20]1[CH:29]=[N:28][C:27]2[C:22](=[CH:23][CH:24]=[C:25]([C:30]([F:31])([F:32])[F:33])[CH:26]=2)[N:21]=1)[CH3:2] |f:2.3.4.5,7.8.9.10.11|. Procedure: A mixture of 0.52 g of 2-ethylsulfanylphenylboronic acid pinacol ester, 0.46 g of 2-chloro-6-trifluoromethylquinoxaline, 0.02 g of tris(dibenzylideneacetone)dipalladium(0), 0.05 g of 2-dicyclohexylphosphino-2′,6′-dimethoxyphenyl, 0.84 g of tripotassium phosphate and 6 ml of 1,4-dioxane was stirred at 70° C. for 2 hours. 0.30 g of tripotassium phosphate was added to the cooled reaction mixture, and the mixture was stirred under heat-reflux for 3 hours. Ethyl acetate and water were added to the co...